This data is from the Open Reaction Database (ORD), a public repository of structured organic reaction records. The task is: describe an organic reaction: reactants, conditions, products, and yield Reactants: COC(=O)c1sc(C)nc1-c1cccc(C#N)c1, [Li+], C1CCOC1, [OH-], O, O. Yields the product Cc1nc(-c2cccc(C#N)c2)c(C(=O)O)s1. Reaction SMILES: [CH3:1][c:2]1[s:3][c:4]([C:15](=[O:16])[O:17][CH3:18])[c:5](-[c:7]2[cH:8][c:9]([C:13]#[N:14])[cH:10][cH:11][cH:12]2)[n:6]1.[Li+:22].[O:23]1[CH2:24][CH2:25][CH2:26][CH2:27]1.[OH-:21].[OH2:19].[OH2:20]>>[CH3:1][c:2]1[s:3][c:4]([C:15](=[O:16])[OH:17])[c:5](-[c:7]2[cH:8][c:9]([C:13]#[N:14])[cH:10][cH:11][cH:12]2)[n:6]1. The reactants are Cl (HCl), C(C=C)(=O)OCC(C)OC(CCCCCBr)=O (2-[(6-bromohexanoyl)oxy]propyl acrylate), OC1=CC=C(C(=O)OC2=C(C=C(C=C2)OC(C2=CC=C(C=C2)O)=O)C)C=C1 (4-[(4-hydroxybenzoyl)oxy]-2-methylphenyl 4-hydroxybenzoate), C(=O)([O-])[O-].[K+].[K+] (K2CO3). The solvent is CC(CC)=O (2-butanone). Run at temperature 100 celsius. Product: C(C=C)(=O)OCC(OC(CCCCCOC1=CC=C(C(=O)OC2=C(C=C(C=C2)OC(C2=CC=C(C=C2)OCCCCCC(=O)OC(COC(C=C)=O)C)=O)C)C=C1)=O)C (4-{[4-({6-[2-(acryloyloxy)-1-methylethoxy]-6-oxohexyl}oxy)benzoyl]oxy}-2-methylphenyl 4-({6-[2-(acryloyloxy)-1-methylethoxy]-6-oxohexyl}oxy)benzoate). Reaction SMILES: [C:1]([O:5][CH2:6][CH:7]([O:9][C:10](=[O:17])[CH2:11][CH2:12][CH2:13][CH2:14][CH2:15]Br)[CH3:8])(=[O:4])[CH:2]=[CH2:3].[OH:18][C:19]1[CH:44]=[CH:43][C:22]([C:23]([O:25][C:26]2[CH:31]=[CH:30][C:29]([O:32][C:33](=[O:41])[C:34]3[CH:39]=[CH:38][C:37]([OH:40])=[CH:36][CH:35]=3)=[CH:28][C:27]=2[CH3:42])=[O:24])=[CH:21][CH:20]=1.[C:45]([O-:48])([O-:47])=O.[K+].[K+].Cl>CC(=O)CC>[C:1]([O:5][CH2:6][CH:7]([CH3:8])[O:9][C:10](=[O:17])[CH2:11][CH2:12][CH2:13][CH2:14][CH2:15][O:18][C:19]1[CH:20]=[CH:21][C:22]([C:23]([O:25][C:26]2[CH:31]=[CH:30][C:29]([O:32][C:33](=[O:41])[C:34]3[CH:39]=[CH:38][C:37]([O:40][CH2:14][CH2:13][CH2:12][CH2:11][CH2:10][C:45]([O:48][CH:7]([CH3:8])[CH2:6][O:5][C:1](=[O:4])[CH:2]=[CH2:3])=[O:47])=[CH:36][CH:35]=3)=[CH:28][C:27]=2[CH3:42])=[O:24])=[CH:43][CH:44]=1)(=[O:4])[CH:2]=[CH2:3] |f:2.3.4|. Procedure: A mixture of 2-[(6-bromohexanoyl)oxy]propyl acrylate (4.15 g), 4-[(4-hydroxybenzoyl)oxy]-2-methylphenyl 4-hydroxybenzoate (2.24 g) and K2CO3 (2.55 g) in 2-butanone (40 ml) was heated at 100° C. overnight. The reaction mixture was poured into HCl 1N (50 ml) and extracted twice with 80 ml of diethylether. The etheral extracts were dried over Na2SO4 and evaporated to dryness. The obtained pasty residue was purified by silica column chromatography to give nearly pure 4-{[4-({6-[2-(acryloyloxy)-1-met... The reactants are CC1(OCC(O1)COC1=C(C=C(C(=N)NO)C=C1C)C)C (rac-4-(2,2-dimethyl-[1,3]dioxolan-4-ylmethoxy)-N-hydroxy-3,5-dimethyl-benzamidine), OC1=CC(=C(C#N)C=C1)OC (4-hydroxy-2-methoxy-benzonitrile), CC1(OC[C@H](O1)CO)C (L-α,β-isopropylidene glycerol). Yields the product CC1(OC[C@H](O1)COC1=CC(=C(C(=N)NO)C=C1)OC)C ((R)-4-(2,2-dimethyl-[1,3]dioxolan-4-ylmethoxy)-N-hydroxy-2-methoxy-benzamidine), oil. RXN SMILES: [CH3:1][C:2]1([CH3:21])[O:6][CH:5]([CH2:7][O:8][C:9]2[C:18](C)=[CH:17][C:12]([C:13]([NH:15][OH:16])=[NH:14])=[CH:11][C:10]=2C)[CH2:4][O:3]1.[OH:22][C:23]1C=CC(C#N)=C(OC)C=1.CC1(C)O[C@H](CO)CO1>>[CH3:21][C:2]1([CH3:1])[O:6][C@H:5]([CH2:7][O:8][C:9]2[CH:10]=[CH:11][C:12]([C:13]([NH:15][OH:16])=[NH:14])=[C:17]([O:22][CH3:23])[CH:18]=2)[CH2:4][O:3]1. Procedure: The title compound is obtained as a beige oil (2.46 g) in analogy to rac-4-(2,2-dimethyl-[1,3]dioxolan-4-ylmethoxy)-N-hydroxy-3,5-dimethyl-benzamidine starting from 4-hydroxy-2-methoxy-benzonitrile and L-α,β-isopropylidene glycerol. LC-MS: tR=0.62 min, [M+H]+=296.97. Reactants: C(C1=CC=CC=C1)OC(=O)N[C@@H](C)C(=O)N1C2C(C[C@H]1C(=O)O)COC2 (1-[N-benzyloxycarbonyl-(S)-alanyl]hexhydrofuro[3,4-b]pyrrole-2(S)-carboxylic acid). Reagents/catalysts: [Pd] (palladium-on-charcoal). The solvent is CO (methanol). Product: N[C@@H](C)C(=O)N1C2C(C[C@H]1C(=O)O)COC2 (1-[(S)-alanyl]hexahydrofuro[3,4-b]pyrrole-2(S)-carboxylic acid). Reaction SMILES: C(OC([NH:11][C@H:12]([C:14]([N:16]1[C@H:20]([C:21]([OH:23])=[O:22])[CH2:19][CH:18]2[CH2:24][O:25][CH2:26][CH:17]12)=[O:15])[CH3:13])=O)C1C=CC=CC=1>CO.[Pd]>[NH2:11][C@H:12]([C:14]([N:16]1[C@H:20]([C:21]([OH:23])=[O:22])[CH2:19][CH:18]2[CH2:24][O:25][CH2:26][CH:17]12)=[O:15])[CH3:13]. Reported procedure: Dissolve 1-[N-benzyloxycarbonyl-(S)-alanyl]hexhydrofuro[3,4-b]pyrrole-2(S)-carboxylic acid in methanol. Add 10% palladium-on-charcoal and hydrogenate the mixture at atmospheric pressure. Filter the mixture and concentrate in vacuo to give 1-[(S)-alanyl]hexahydrofuro[3,4-b]pyrrole-2(S)-carboxylic acid.